From a dataset of the Open Reaction Database (ORD), a public repository of structured organic reaction records. describe an organic reaction: reactants, conditions, products, and yield Reactants: O=C([O-])[O-], OB(O)c1ccc(Cl)cc1, CC(C)(O)c1ccc(Br)c2nc(N)nn12, [Na+], [Na+], C1COCCO1, O. Yields the product CC(C)(O)c1ccc(-c2ccc(Cl)cc2)c2nc(N)nn12. As a reaction SMILES: [C:26](=[O:27])([O-:28])[O-:29].[Cl:16][c:17]1[cH:18][cH:19][c:20]([B:23]([OH:24])[OH:25])[cH:21][cH:22]1.[NH2:1][c:2]1[n:3][n:4]2[c:5]([c:6]([Br:14])[cH:7][cH:8][c:9]2[C:10]([CH3:11])([CH3:12])[OH:13])[n:15]1.[Na+:30].[Na+:31].[O:33]1[CH2:34][CH2:35][O:36][CH2:37][CH2:38]1.[OH2:32]>>[NH2:1][c:2]1[n:3][n:4]2[c:5]([c:6](-[c:20]3[cH:19][cH:18][c:17]([Cl:16])[cH:22][cH:21]3)[cH:7][cH:8][c:9]2[C:10]([CH3:11])([CH3:12])[OH:13])[n:15]1. Starting materials: CC(=O)Nc1ccc(S(=O)(=O)N2CCCC2)c(C)c1, CCO, Cl. The product is Cc1cc(N)ccc1S(=O)(=O)N1CCCC1. Reaction SMILES: [CH3:1][c:2]1[cH:3][c:4]([NH:16][C:17](=[O:18])[CH3:19])[cH:5][cH:6][c:7]1[S:8](=[O:9])(=[O:10])[N:11]1[CH2:12][CH2:13][CH2:14][CH2:15]1.[CH3:21][CH2:22][OH:23].[ClH:20]>>[CH3:1][c:2]1[cH:3][c:4]([NH2:16])[cH:5][cH:6][c:7]1[S:8](=[O:9])(=[O:10])[N:11]1[CH2:12][CH2:13][CH2:14][CH2:15]1. Starting materials: COCCCN (3-methoxypropylamine), C(C1CO1)OCCCCCCCCCCCCCCCC (hexadecyl glycidyl ether). The solvent is C(C)O (ethanol). Run at temperature 80 celsius, time 2 hour. Yields the product C(CCCCCCCCCCCCCCC)OCC(CNCCCOC)O (N-(3-hexadecyloxy-2-hydroxypropyl)-N-3-methoxypropylamine). Isolated yield 90.5%. RXN SMILES: [CH3:1][O:2][CH2:3][CH2:4][CH2:5][NH2:6].[CH2:7]([O:11][CH2:12][CH2:13][CH2:14][CH2:15][CH2:16][CH2:17][CH2:18][CH2:19][CH2:20][CH2:21][CH2:22][CH2:23][CH2:24][CH2:25][CH2:26][CH3:27])[CH:8]1[O:10][CH2:9]1>C(O)C>[CH2:12]([O:11][CH2:7][CH:8]([OH:10])[CH2:9][NH:6][CH2:5][CH2:4][CH2:3][O:2][CH3:1])[CH2:13][CH2:14][CH2:15][CH2:16][CH2:17][CH2:18][CH2:19][CH2:20][CH2:21][CH2:22][CH2:23][CH2:24][CH2:25][CH2:26][CH3:27]. Reported procedure: To a 2-l flask equipped with a stirrer, a dropping funnel, a nitrogen gas inlet tube and a distillation apparatus, 743.2 g (8.34 mol) of 3-methoxypropylamine (5-a) and 150 ml of ethanol were charged, followed by the dropwise addition of 165.9 g (0.56 mol) of hexadecyl glycidyl ether (4-a) over 3 hours while stirring under heating to 80° C. in a nitrogen atmosphere. After the completion of the dropwise addition, stirring was conducted for further 2 hours at 80° C. From the reaction mixture, ethan... The reactants are C(C1=CC=CC=C1)OC1=CC(N(C=C1)C1=CC2=C(N(N=C2C=C1)C1CC1)C)=O (4-(benzyloxy)-1-(2-cyclopropyl-3-methyl-2H-indazol-5-yl)pyridin-2(1H)-one). The reagents and catalysts are [C].[Pd] (palladium carbon). Solvent: CO (methanol). Run at time 1 hour. Product: C1(CC1)N1N=C2C=CC(=CC2=C1C)N1C(C=C(C=C1)O)=O (1-(2-cyclopropyl-3-methyl-2H-indazol-5-yl)-4-hydroxypyridin-2(1H)-one). Yield: 93.9%. RXN SMILES: C([O:8][C:9]1[CH:14]=[CH:13][N:12]([C:15]2[CH:23]=[CH:22][C:21]3[C:17](=[C:18]([CH3:27])[N:19]([CH:24]4[CH2:26][CH2:25]4)[N:20]=3)[CH:16]=2)[C:11](=[O:28])[CH:10]=1)C1C=CC=CC=1>CO.[C].[Pd]>[CH:24]1([N:19]2[C:18]([CH3:27])=[C:17]3[C:21]([CH:22]=[CH:23][C:15]([N:12]4[CH:13]=[CH:14][C:9]([OH:8])=[CH:10][C:11]4=[O:28])=[CH:16]3)=[N:20]2)[CH2:25][CH2:26]1 |f:2.3|. Reported procedure: To a solution of 4-(benzyloxy)-1-(2-cyclopropyl-3-methyl-2H-indazol-5-yl)pyridin-2(1H)-one (256 mg) in methanol (5 ml) was added 10% palladium carbon (100 mg) at room temperature, and the mixture was stirred under a hydrogen atmosphere at the same temperature for 1 hr. The insoluble material was filtered off through celite, and the filtrate was concentrated under reduced pressure. The obtained residue was recrystallized from ethyl acetate to give the title compound (182 mg). Starting materials: COC(CCCCCCCN1C(N(C(=C1)C1=CC=CC=C1)C1=CC(=CC=C1)C(F)(F)F)=O)=O (8-[2-oxo-4-phenyl-3-(3-trifluoromethyl-phenyl)-4-imidazolin-1-yl] caprylic acid methyl ester), [OH-].[Na+] (NaOH). Solvent: CO (methanol). The product is O=C1N(C=C(N1C1=CC(=CC=C1)C(F)(F)F)C1=CC=CC=C1)CCCCCCCC(=O)O (8-[2-Oxo-4-phenyl-3-(3-trifluoromethyl-phenyl)-4-imidazolin-1-yl] caprylic acid). RXN SMILES: C[O:2][C:3](=[O:33])[CH2:4][CH2:5][CH2:6][CH2:7][CH2:8][CH2:9][CH2:10][N:11]1[CH:15]=[C:14]([C:16]2[CH:21]=[CH:20][CH:19]=[CH:18][CH:17]=2)[N:13]([C:22]2[CH:27]=[CH:26][CH:25]=[C:24]([C:28]([F:31])([F:30])[F:29])[CH:23]=2)[C:12]1=[O:32].[OH-].[Na+]>CO>[O:32]=[C:12]1[N:13]([C:22]2[CH:27]=[CH:26][CH:25]=[C:24]([C:28]([F:31])([F:29])[F:30])[CH:23]=2)[C:14]([C:16]2[CH:21]=[CH:20][CH:19]=[CH:18][CH:17]=2)=[CH:15][N:11]1[CH2:10][CH2:9][CH2:8][CH2:7][CH2:6][CH2:5][CH2:4][C:3]([OH:33])=[O:2] |f:1.2|. Reported procedure: The product is produced as described in example 18 from 6.9 g of 8-[2-oxo-4-phenyl-3-(3-trifluoromethyl-phenyl)-4-imidazolin-1-yl] caprylic acid methyl ester and 0.66 g of NaOH in 30 cc. of methanol. Further purification by chromatography on silicic acid gel using chloroform as eluant.